This data is from the Open Reaction Database (ORD), a public repository of structured organic reaction records. The task is: describe an organic reaction: reactants, conditions, products, and yield The reactants are ice, N (ammonia), FC1=CNC(C(=N1)C([O-])=N)=O (6-fluoro-3-oxo-3,4-dihydro-2-pyrazinecarboximidoate). The solvent is C(C)O (ethanol), C(C)O (ethanol). Conditions: time 17 hour. Product: FC1=CNC(C(=N1)C(N)=N)=O (6-fluoro-3-oxo-3,4-dihydro-2-pyrazinecarboximidamide). Reaction SMILES: [NH3:1].[F:2][C:3]1[N:8]=[C:7]([C:9](=[NH:11])[O-])[C:6](=[O:12])[NH:5][CH:4]=1>C(O)C>[F:2][C:3]1[N:8]=[C:7]([C:9](=[NH:1])[NH2:11])[C:6](=[O:12])[NH:5][CH:4]=1. Procedure: At an ice-cooled temperature, gaseous ammonia was introduced into 2.0 mL of ethanol to prepare a saturated solution, and then 0.10 g of 6-fluoro-3-oxo-3,4-dihydro-2-pyrazinecarboximidoate and 2.0 mL of ethanol were added. After elevating the temperature to room temperature, the mixture was left to stand for 17 hours. The deposited solid product was collected by filtration and washed with ethanol. The residue thus obtained was purified by silica gel column chromatography [eluent: chloroform:metha... RXN SMILES: [Br:8][CH2:9][CH2:10][CH2:11][CH2:12][CH2:13][CH2:14][CH2:15][CH2:16][O:17][c:18]1[cH:19][cH:20][c:21](-[c:24]2[cH:25][cH:26][c:27]([C:28](=[O:29])[OH:30])[cH:31][cH:32]2)[cH:22][cH:23]1.[CH3:34][N:35]([CH3:36])[CH:37]=[O:38].[CH3:39][CH2:40][O:41][C:42](=[O:43])[CH3:44].[ClH:33].[H-:1].[Na+:2].[OH2:45].[nH:3]1[n:4][cH:5][n:6][cH:7]1>>[n:3]1([CH2:9][CH2:10][CH2:11][CH2:12][CH2:13][CH2:14][CH2:15][CH2:16][O:17][c:18]2[cH:19][cH:20][c:21](-[c:24]3[cH:25][cH:26][c:27]([C:28](=[O:29])[OH:30])[cH:31][cH:32]3)[cH:22][cH:23]2)[n:4][cH:5][n:6][cH:7]1. The product is O=C(O)c1ccc(-c2ccc(OCCCCCCCCn3cncn3)cc2)cc1. Reactants: O=C(O)c1ccc(-c2ccc(OCCCCCCCCBr)cc2)cc1, CN(C)C=O, CCOC(C)=O, Cl, [H-], [Na+], O, c1nc[nH]n1. The reactants are S1C(NC(C1)=O)=O (2,4-thiazolidinedione), C(CCCCCCCCC)OCCCCC=O (5-(decyloxy)pentanal). Yields the product C(CCCCCCCCC)OCCCC\C=C/1\C(NC(S1)=O)=O ((Z)-5-(5-(decyloxy)pentylidene)thiazolidine-2,4-dione). RXN SMILES: [S:1]1[CH2:5][C:4](=[O:6])[NH:3][C:2]1=[O:7].[CH2:8]([O:18][CH2:19][CH2:20][CH2:21][CH2:22][CH:23]=O)[CH2:9][CH2:10][CH2:11][CH2:12][CH2:13][CH2:14][CH2:15][CH2:16][CH3:17]>>[CH2:8]([O:18][CH2:19][CH2:20][CH2:21][CH2:22]/[CH:23]=[C:5]1/[C:4](=[O:6])[NH:3][C:2](=[O:7])[S:1]/1)[CH2:9][CH2:10][CH2:11][CH2:12][CH2:13][CH2:14][CH2:15][CH2:16][CH3:17]. Reported procedure: TZD1c was prepared according to General Procedure A presented hereinabove, using 2,4-thiazolidinedione and 5-(decyloxy)pentanal as reactants.